From a dataset of the Open Reaction Database (ORD), a public repository of structured organic reaction records. describe an organic reaction: reactants, conditions, products, and yield Starting materials: Cl.NCC1=C(C(=CC(=C1)C(C)(C)C)S(=O)(=O)CC)O (2-aminomethyl-4-(1,1-dimethylethyl)-6-ethylsulfonylphenol hydrochloride), C1N2CN3CN1CN(C2)C3 (urotropine), FC(C(=O)O)(F)F (trifluoroacetic acid). Product: C(=O)C1=C(C(=CC(=C1)C(C)(C)C)S(=O)(=O)CC)O (2-formyl-4-(1,1-dimethylethyl)-6-ethylsulfonylphenol). Reaction SMILES: Cl.N[CH2:3][C:4]1[CH:9]=[C:8]([C:10]([CH3:13])([CH3:12])[CH3:11])[CH:7]=[C:6]([S:14]([CH2:17][CH3:18])(=[O:16])=[O:15])[C:5]=1[OH:19].C1N2CN3CN(C2)CN1C3.FC(F)(F)C(O)=[O:33]>>[CH:3]([C:4]1[CH:9]=[C:8]([C:10]([CH3:13])([CH3:12])[CH3:11])[CH:7]=[C:6]([S:14]([CH2:17][CH3:18])(=[O:16])=[O:15])[C:5]=1[OH:19])=[O:33] |f:0.1|. Reported procedure: 0.615 g of 2-aminomethyl-4-(1,1-dimethylethyl)-6-ethylsulfonylphenol hydrochloride are reacted with 0.36 g of urotropine in 8 ml of trifluoroacetic acid to give 2-formyl-4-(1,1-dimethylethyl)-6-ethylsulfonylphenol in analogy to Example 1. The reactants are O=C(O)CBr, O=C(O)c1cc(Br)ccc1CO, [I-], [Na+], C1CCOC1, O. Product: O=C(O)COCc1ccc(Br)cc1C(=O)O. As a reaction SMILES: [Br:13][CH2:14][C:15](=[O:16])[OH:17].[Br:1][c:2]1[cH:3][cH:4][c:5]([CH2:11][OH:12])[c:6]([C:7](=[O:8])[OH:9])[cH:10]1.[I-:19].[Na+:18].[O:21]1[CH2:22][CH2:23][CH2:24][CH2:25]1.[OH2:20]>>[Br:1][c:2]1[cH:3][cH:4][c:5]([CH2:11][O:12][CH2:14][C:15](=[O:16])[OH:17])[c:6]([C:7](=[O:8])[OH:9])[cH:10]1. Starting materials: C(#N)[Cu] (CuCN), [Li+].[Cl-] (LiCl), solution, BrCC=C (3-bromopropene), BrC1=C(C=C(C=C1C)Br)C (2,5-dibromo-1,3-dimethylbenzene), C(C)(C)[Mg]Cl (isopropylmagnesium chloride), solution, C(CCC)[Li] (n-butyllithium), solution. Solvent: O1CCCC1 (tetrahydrofurane), O1CCCC1 (tetrahydrofurane), O1CCCC1 (tetrahydrofurane), O1CCCC1 (tetrahydrofurane), CCCCCC (n-hexane). Conditions: temperature -40 celsius, time 10 minute. Product: C(C=C)C=1C=C(C(=C(C1)C)Br)C (5-Allyl-2-bromo-1,3-dimethylbenzene). As a reaction SMILES: [CH:1]([Mg]Cl)([CH3:3])[CH3:2].C([Li])CCC.[Br:11][C:12]1[C:17]([CH3:18])=[CH:16][C:15](Br)=[CH:14][C:13]=1[CH3:20].C([Cu])#N.[Li+].[Cl-].BrCC=C>O1CCCC1.CCCCCC>[CH2:3]([C:15]1[CH:14]=[C:13]([CH3:20])[C:12]([Br:11])=[C:17]([CH3:18])[CH:16]=1)[CH:1]=[CH2:2] |f:4.5|. Reported procedure: To a solution of isopropylmagnesium chloride (6.15 mL of a 2 M solution in tetrahydrofurane) in tetrahydrofurane (75 mL) is added dropwise at 0° C. n-butyllithium (15.4 mL of a 1.6 M solution in n-hexane). The mixture is stirred for 10 minutes, a solution of 2,5-dibromo-1,3-dimethylbenzene (5 g) in tetrahydrofurane (75 mL) is added within 10 minutes. The mixture is stirred for 2 hours, cooled to −40° C. and then CuCN×LiCl (5.5 mL of a 1 M solution in tetrahydrofurane) is added dropwise. After st... Reactants: COC=1C=C(C(=O)N2CC(CC2)(C2=CC=CC=C2)CCN2CCC(CC2)C(=O)C2=NC3=C(N2CC2=CC=C(C=C2)C(=O)OC)C=CC=C3)C=C(C1OC)OC (1-(3,4,5-trimethoxy-benzoyl)-3-[2-[4-[1-(4-methoxycarbonyl-benzyl)-1 H-benzoimidazole-2-carbonyl]-piperidin-1-yl]-ethyl]-3-phenyl-pyrrolidine), O.[OH-].[Li+] (lithium hydroxide hydrate), O1CCCC1.O (tetrahydrofuran water). The solvent is O (water). Run at time 72 hour. The product is COC=1C=C(C(=O)N2CC(CC2)(C2=CC=CC=C2)CCN2CCC(CC2)C(=O)C2=NC3=C(N2CC2=CC=C(C=C2)C(=O)O)C=CC=C3)C=C(C1OC)OC (1-(3,4,5-Trimethoxy-benzoyl)-3-[2-[4-[1-(4-carboxy-benzyl)-1 H-benzoimidazole-2-carbonyl]-piperidin-1-yl]-ethyl]-3-phenyl-pyrrolidine). RXN SMILES: [CH3:1][O:2][C:3]1[CH:4]=[C:5]([CH:49]=[C:50]([O:54][CH3:55])[C:51]=1[O:52][CH3:53])[C:6]([N:8]1[CH2:12][CH2:11][C:10]([CH2:19][CH2:20][N:21]2[CH2:26][CH2:25][CH:24]([C:27]([C:29]3[N:33]([CH2:34][C:35]4[CH:40]=[CH:39][C:38]([C:41]([O:43]C)=[O:42])=[CH:37][CH:36]=4)[C:32]4[CH:45]=[CH:46][CH:47]=[CH:48][C:31]=4[N:30]=3)=[O:28])[CH2:23][CH2:22]2)([C:13]2[CH:18]=[CH:17][CH:16]=[CH:15][CH:14]=2)[CH2:9]1)=[O:7].O.[OH-].[Li+].O1CCCC1.O>O>[CH3:1][O:2][C:3]1[CH:4]=[C:5]([CH:49]=[C:50]([O:54][CH3:55])[C:51]=1[O:52][CH3:53])[C:6]([N:8]1[CH2:12][CH2:11][C:10]([CH2:19][CH2:20][N:21]2[CH2:22][CH2:23][CH:24]([C:27]([C:29]3[N:33]([CH2:34][C:35]4[CH:36]=[CH:37][C:38]([C:41]([OH:43])=[O:42])=[CH:39][CH:40]=4)[C:32]4[CH:45]=[CH:46][CH:47]=[CH:48][C:31]=4[N:30]=3)=[O:28])[CH2:25][CH2:26]2)([C:13]2[CH:18]=[CH:17][CH:16]=[CH:15][CH:14]=2)[CH2:9]1)=[O:7] |f:1.2.3,4.5|. Procedure details: Combine 1-(3,4,5-trimethoxy-benzoyl)-3-[2-[4-[1-(4-methoxycarbonyl-benzyl)-1 H-benzoimidazole-2-carbonyl]-piperidin-1-yl]-ethyl]-3-phenyl-pyrrolidine (0.68 g, 0.92 mmol) and lithium hydroxide hydrate (0.12 g, 2.75 mmol) in 4/1 tetrahydrofuran/water (45 mL). After 72 hours, dilute the reaction mixture with water and evaporate in vacuo to remove most of the tetrahydrofuran. Acidify to pH 2 using 1 M hydrochloric acid solution to obtain a solid. Collect the solid by filtration. Suspend the solid in... The product is C(C1=CC=CC=C1)SC=1C=C2C=NN(C2=CC1F)CC=1C=CC=C2CCN(CC12)C(=O)OC(C)(C)C (tert-butyl 8-((5-(benzylthio)-6-fluoro-1H-indazol-1-yl)methyl)-3,4-dihydroisoquinoline-2(1H)-carboxylate). The solvent is C1CCOC1 (THF). As a reaction SMILES: [CH2:1]([S:8][C:9]1[CH:10]=[C:11]2[C:15](=[CH:16][C:17]=1[F:18])[NH:14][N:13]=[CH:12]2)[C:2]1[CH:7]=[CH:6][CH:5]=[CH:4][CH:3]=1.O[CH2:20][C:21]1[CH:22]=[CH:23][CH:24]=[C:25]2[C:30]=1[CH2:29][N:28]([C:31]([O:33][C:34]([CH3:37])([CH3:36])[CH3:35])=[O:32])[CH2:27][CH2:26]2.C1(P(C2C=CC=CC=2)C2C=CC=CC=2)C=CC=CC=1>C1COCC1>[CH2:1]([S:8][C:9]1[CH:10]=[C:11]2[C:15](=[CH:16][C:17]=1[F:18])[N:14]([CH2:20][C:21]1[CH:22]=[CH:23][CH:24]=[C:25]3[C:30]=1[CH2:29][N:28]([C:31]([O:33][C:34]([CH3:37])([CH3:36])[CH3:35])=[O:32])[CH2:27][CH2:26]3)[N:13]=[CH:12]2)[C:2]1[CH:3]=[CH:4][CH:5]=[CH:6][CH:7]=1. Procedure: To a solution of 5-(benzylthio)-6-fluoro-1H-indazole (1-2, 0.35 g, 1.35 mmol, 1.0 equiv) and tert-butyl 8-(hydroxymethyl)-3,4-dihydroisoquinoline-2(1H)-carboxylate (0.53 g, 2.03 mmol, 1.5 equiv) in THF (6.77 mL) at 0° C. was added polymer supported triphenylphosphine (0.71 g, 2.71 mmol, 2.0 equiv) followed by di-tertbutylazodicarboxylate (0.62 g, 2.71 mmol, 2.0 equiv) and the reaction mixture was stirred at 0° C. for 2.5 hours. The reaction was concentrated and purified using normal phase chroma... Conditions: temperature 0 celsius, time 2.5 hour. Reactants: di-tertbutylazodicarboxylate, C(C1=CC=CC=C1)SC=1C=C2C=NNC2=CC1F (5-(benzylthio)-6-fluoro-1H-indazole), OCC=1C=CC=C2CCN(CC12)C(=O)OC(C)(C)C (tert-butyl 8-(hydroxymethyl)-3,4-dihydroisoquinoline-2(1H)-carboxylate), C1(=CC=CC=C1)P(C1=CC=CC=C1)C1=CC=CC=C1 (triphenylphosphine). The reactants are C(C)C=1C=CC(=C(C=O)C1)O (5-ethyl-2-hydroxy-benzaldehyde), C(=O)([O-])[O-].[K+].[K+] (K2CO3), BrCCO[Si](C)(C)C(C)(C)C ((2-bromo-ethoxy)-tert-butyl-dimethyl-silane). Product: C(C)(C)(C)[Si](OCCOC1=C(C=O)C=C(C=C1)CC)(C)C (2-[2-(tert-Butyl-dimethyl-silanyloxy)-ethoxy]-5-ethyl-benzaldehyde). Yield: 92.0%. As a reaction SMILES: [CH2:1]([C:3]1[CH:4]=[CH:5][C:6]([OH:11])=[C:7]([CH:10]=1)[CH:8]=[O:9])[CH3:2].C([O-])([O-])=O.[K+].[K+].Br[CH2:19][CH2:20][O:21][Si:22]([C:25]([CH3:28])([CH3:27])[CH3:26])([CH3:24])[CH3:23]>>[C:25]([Si:22]([CH3:24])([CH3:23])[O:21][CH2:20][CH2:19][O:11][C:6]1[CH:5]=[CH:4][C:3]([CH2:1][CH3:2])=[CH:10][C:7]=1[CH:8]=[O:9])([CH3:28])([CH3:27])[CH3:26] |f:1.2.3|. Procedure details: In a manner similar to the method described in example 130a, 5-ethyl-2-hydroxy-benzaldehyde (4.75 g, 31.7 mmol) was reacted with K2CO3 (13.1 g, 95.1 mmol) and (2-bromo-ethoxy)-tert-butyl-dimethyl-silane (9.09 g, 38.0 mmol) to give 2-[2-(tert-Butyl-dimethyl-silanyloxy)-ethoxy]-5-ethyl-benzaldehyde as dark brown oil (9.0 g, 92.7%).